From a dataset of the Open Reaction Database (ORD), a public repository of structured organic reaction records. describe an organic reaction: reactants, conditions, products, and yield Reactants: ICl (iodine monochloride), C(C)OC(=O)C1=C(C=2N=NC=CC2N1C)NC1=C(C=C(C=C1)[Si](C)(C)C)F (7-(2-fluoro-4-trimethylsilanyl-phenylamino)-5-methyl-5H-pyrrolo[3,2-c]pyridazine-6-carboxylic acid ethyl ester), C(C)(=O)OCC (ethyl acetate). Solvent: C(Cl)Cl (DCM), C(Cl)Cl (DCM). Conditions: time 1 hour. The product is C(C)OC(=O)C1=C(C=2N=NC=CC2N1C)NC1=C(C=C(C=C1)I)F (7-(2-Fluoro-4-iodo-phenylamino)-5-methyl-5H-pyrrolo[3,2-c]pyridazine-6-carboxylic acid ethyl ester). Isolated yield 88.0%. Reaction SMILES: [CH2:1]([O:3][C:4]([C:6]1[N:14]([CH3:15])[C:13]2[CH:12]=[CH:11][N:10]=[N:9][C:8]=2[C:7]=1[NH:16][C:17]1[CH:22]=[CH:21][C:20]([Si](C)(C)C)=[CH:19][C:18]=1[F:27])=[O:5])[CH3:2].[I:28]Cl.C(OCC)(=O)C>C(Cl)Cl>[CH2:1]([O:3][C:4]([C:6]1[N:14]([CH3:15])[C:13]2[CH:12]=[CH:11][N:10]=[N:9][C:8]=2[C:7]=1[NH:16][C:17]1[CH:22]=[CH:21][C:20]([I:28])=[CH:19][C:18]=1[F:27])=[O:5])[CH3:2]. Reported procedure: To a cooled (0° C.) solution 7-(2-fluoro-4-trimethylsilanyl-phenylamino)-5-methyl-5H-pyrrolo[3,2-c]pyridazine-6-carboxylic acid ethyl ester (242 mg, 0.626 mmol) in DCM (6 mL) was added iodine monochloride (1.25 mL 1M in DCM 17.0 mL) dropwise over 1 minute. The mixture was allowed to warm to ambient temperature, stirred for 1 hour, then partitioned between ethyl acetate and a saturated solution of sodium thiosulfate. The organic layer was separated, washed with water, dried (Na2SO4), filtered and...